Dataset: the Open Reaction Database (ORD), a public repository of structured organic reaction records. Task: describe an organic reaction: reactants, conditions, products, and yield The reactants are C1(CC1)NC(C1=CC(=C(C=C1)C)NC(C1=CC=C(C=C1)OCC1=NC=CC=C1)=O)=O (N-cyclopropyl-4-methyl-3-{[4-(pyridin-2-ylmethoxy)benzoyl]amino}benzamide), ClC1=CC(=CC=C1)C(=O)OO (3-chloroperbenzoic acid). Solvent: ClCCl (dichloromethane). The product is C1(CC1)NC(C1=CC(=C(C=C1)C)NC(C1=CC=C(C=C1)OCC1=[N+](C=CC=C1)[O-])=O)=O (N-cyclopropyl-4-methyl-3-({4-[(1-oxidopyridin-2-yl)methoxy]benzoyl}amino)benzamide). The yield is 57.5%. As a reaction SMILES: [CH:1]1([NH:4][C:5](=[O:30])[C:6]2[CH:11]=[CH:10][C:9]([CH3:12])=[C:8]([NH:13][C:14](=[O:29])[C:15]3[CH:20]=[CH:19][C:18]([O:21][CH2:22][C:23]4[CH:28]=[CH:27][CH:26]=[CH:25][N:24]=4)=[CH:17][CH:16]=3)[CH:7]=2)[CH2:3][CH2:2]1.ClC1C=CC=C(C(OO)=[O:39])C=1>ClCCl>[CH:1]1([NH:4][C:5](=[O:30])[C:6]2[CH:11]=[CH:10][C:9]([CH3:12])=[C:8]([NH:13][C:14](=[O:29])[C:15]3[CH:20]=[CH:19][C:18]([O:21][CH2:22][C:23]4[CH:28]=[CH:27][CH:26]=[CH:25][N+:24]=4[O-:39])=[CH:17][CH:16]=3)[CH:7]=2)[CH2:2][CH2:3]1. Procedure: N-cyclopropyl-4-methyl-3-{[4-(pyridin-2-ylmethoxy)benzoyl]amino}benzamide (200 mg, 0.5 mmol) was dissolved in dichloromethane (50 mL) and stirred while adding 3-chloroperbenzoic acid (85%, 200 mg). The solution was stirred for one hour at 25° C., then washed twice with sodium bicarbonate solution and dried. The solvent was evaporated to give the title compound as a white solid (120 mg); NMR Spectrum: (DMSOd6) 0.56 (m, 2H), 0.68 (m, 2H), 2.24 (s, 3H), 2.84 (m, 1H), 5.35 (s, 2H), 7.18 (d, 2H), 7.3...